From a dataset of the Open Reaction Database (ORD), a public repository of structured organic reaction records. describe an organic reaction: reactants, conditions, products, and yield Reactants: CCO, Cc1ccccc1, CCCS(=O)(=O)Nc1ccc(F)c(B2OC(C)(C)C(C)(C)O2)c1F, COC(=O)NC(C)CNc1nccc(-c2cn(C(C)C)nc2I)n1, [Na+], [Na+], O=C([O-])[O-], c1ccc(P(c2ccccc2)(c2ccccc2)[Pd](P(c2ccccc2)(c2ccccc2)c2ccccc2)(P(c2ccccc2)(c2ccccc2)c2ccccc2)P(c2ccccc2)(c2ccccc2)c2ccccc2)cc1. Yields the product CCCS(=O)(=O)Nc1ccc(F)c(-c2nn(C(C)C)cc2-c2ccnc(NCC(C)NC(=O)OC)n2)c1F. Reaction SMILES: [CH3:139][CH2:140][OH:141].[CH3:55][c:56]1[cH:57][cH:58][cH:59][cH:60][cH:61]1.[F:1][c:2]1[c:3]([NH:18][S:19](=[O:20])(=[O:21])[CH2:22][CH2:23][CH3:24])[cH:4][cH:5][c:6]([F:17])[c:7]1[B:8]1[O:9][C:10]([CH3:11])([CH3:12])[C:13]([CH3:14])([CH3:15])[O:16]1.[I:25][c:26]1[n:27][n:28]([CH:46]([CH3:47])[CH3:48])[cH:29][c:30]1-[c:31]1[n:32][c:33]([NH:37][CH2:38][CH:39]([CH3:40])[NH:41][C:42]([O:43][CH3:44])=[O:45])[n:34][cH:35][cH:36]1.[Na+:49].[Na+:50].[O-:51][C:52](=[O:53])[O-:54].[cH:62]1[cH:63][cH:64][c:65]([P:66]([Pd:67]([P:68]([c:69]2[cH:70][cH:71][cH:72][cH:73][cH:74]2)([c:75]2[cH:76][cH:77][cH:78][cH:79][cH:80]2)[c:81]2[cH:82][cH:83][cH:84][cH:85][cH:86]2)([P:87]([c:88]2[cH:89][cH:90][cH:91][cH:92][cH:93]2)([c:94]2[cH:95][cH:96][cH:97][cH:98][cH:99]2)[c:100]2[cH:101][cH:102][cH:103][cH:104][cH:105]2)[P:106]([c:107]2[cH:108][cH:109][cH:110][cH:111][cH:112]2)([c:113]2[cH:114][cH:115][cH:116][cH:117][cH:118]2)[c:119]2[cH:120][cH:121][cH:122][cH:123][cH:124]2)([c:125]2[cH:126][cH:127][cH:128][cH:129][cH:130]2)[c:131]2[cH:132][cH:133][cH:134][cH:135][cH:136]2)[cH:137][cH:138]1>>[F:1][c:2]1[c:3]([NH:18][S:19](=[O:20])(=[O:21])[CH2:22][CH2:23][CH3:24])[cH:4][cH:5][c:6]([F:17])[c:7]1-[c:26]1[n:27][n:28]([CH:46]([CH3:47])[CH3:48])[cH:29][c:30]1-[c:31]1[n:32][c:33]([NH:37][CH2:38][CH:39]([CH3:40])[NH:41][C:42]([O:43][CH3:44])=[O:45])[n:34][cH:35][cH:36]1. Starting materials: O=C1CCC(=O)N1Br, ClCCl, CC(C)n1cc(C(=O)O)c2ccc(Cl)cc21, Nc1nccs1, c1ccc(P(c2ccccc2)c2ccccc2)cc1. The product is CC(C)n1cc(C(=O)Nc2nccs2)c2ccc(Cl)cc21. As a reaction SMILES: [Br:20][N:21]1[C:22](=[O:23])[CH2:24][CH2:25][C:26]1=[O:27].[CH2:50]([Cl:51])[Cl:52].[Cl:28][c:29]1[cH:30][cH:31][c:32]2[c:33]([C:41](=[O:42])[OH:43])[cH:34][n:35]([CH:38]([CH3:39])[CH3:40])[c:36]2[cH:37]1.[NH2:44][c:45]1[s:46][cH:47][cH:48][n:49]1.[c:1]1([P:2]([c:3]2[cH:4][cH:5][cH:6][cH:7][cH:8]2)[c:9]2[cH:10][cH:11][cH:12][cH:13][cH:14]2)[cH:15][cH:16][cH:17][cH:18][cH:19]1>>[Cl:28][c:29]1[cH:30][cH:31][c:32]2[c:33]([C:41](=[O:43])[NH:44][c:45]3[s:46][cH:47][cH:48][n:49]3)[cH:34][n:35]([CH:38]([CH3:39])[CH3:40])[c:36]2[cH:37]1. Reactants: [Al+3], [Cl-], [Cl-], [Cl-], O=C(Cl)c1ccc(Cl)cc1, ClCCCCCCCc1ccccc1, Cl, O=[N+]([O-])c1ccccc1. Yields the product O=C(c1ccc(Cl)cc1)c1ccc(CCCCCCCCl)cc1. Reaction SMILES: [Al+3:26].[Cl-:25].[Cl-:27].[Cl-:28].[Cl:15][C:16](=[O:17])[c:18]1[cH:19][cH:20][c:21]([Cl:22])[cH:23][cH:24]1.[Cl:1][CH2:2][CH2:3][CH2:4][CH2:5][CH2:6][CH2:7][CH2:8][c:9]1[cH:10][cH:11][cH:12][cH:13][cH:14]1.[ClH:29].[O-:30][N+:31]([c:32]1[cH:33][cH:34][cH:35][cH:36][cH:37]1)=[O:38]>>[Cl:1][CH2:2][CH2:3][CH2:4][CH2:5][CH2:6][CH2:7][CH2:8][c:9]1[cH:10][cH:11][c:12]([C:16](=[O:17])[c:18]2[cH:19][cH:20][c:21]([Cl:22])[cH:23][cH:24]2)[cH:13][cH:14]1. The reactants are NC(=O)c1cc(OCCNCc2ccccc2)ccc1O, CC(C)O, Cn1cc(C(F)(F)F)nc1-c1ccc(OCC2CO2)cc1. Yields the product Cn1cc(C(F)(F)F)nc1-c1ccc(OCC(O)CN(CCOc2ccc(O)c(C(N)=O)c2)Cc2ccccc2)cc1. RXN SMILES: [CH2:22]([c:23]1[cH:24][cH:25][cH:26][cH:27][cH:28]1)[NH:29][CH2:30][CH2:31][O:32][c:33]1[cH:34][cH:35][c:36]([OH:42])[c:37]([C:38](=[O:39])[NH2:40])[cH:41]1.[CH:43]([OH:44])([CH3:45])[CH3:46].[O:1]1[CH:2]([CH2:3][O:4][c:5]2[cH:6][cH:7][c:8](-[c:11]3[n:12]([CH3:20])[cH:13][c:14]([C:16]([F:17])([F:18])[F:19])[n:15]3)[cH:9][cH:10]2)[CH2:21]1>>[OH:1][CH:2]([CH2:3][O:4][c:5]1[cH:6][cH:7][c:8](-[c:11]2[n:12]([CH3:20])[cH:13][c:14]([C:16]([F:17])([F:18])[F:19])[n:15]2)[cH:9][cH:10]1)[CH2:21][N:29]([CH2:22][c:23]1[cH:24][cH:25][cH:26][cH:27][cH:28]1)[CH2:30][CH2:31][O:32][c:33]1[cH:34][cH:35][c:36]([OH:42])[c:37]([C:38](=[O:39])[NH2:40])[cH:41]1. Starting materials: C1CCNC1, Cc1[nH]c(C=O)c(C)c1CCCN(C)C, CCO, O=C1Cc2c(CCO)cccc2N1. Yields the product Cc1[nH]c(C=C2C(=O)Nc3cccc(CCO)c32)c(C)c1CCCN(C)C. As a reaction SMILES: [CH2:29]1[CH2:30][NH:31][CH2:32][CH2:33]1.[CH3:14][N:15]([CH2:16][CH2:17][CH2:18][c:19]1[c:20]([CH3:27])[c:21]([CH:25]=[O:26])[nH:22][c:23]1[CH3:24])[CH3:28].[CH3:34][CH2:35][OH:36].[OH:1][CH2:2][CH2:3][c:4]1[c:5]2[c:9]([cH:10][cH:11][cH:12]1)[NH:8][C:7](=[O:13])[CH2:6]2>>[OH:1][CH2:2][CH2:3][c:4]1[c:5]2[c:9]([cH:10][cH:11][cH:12]1)[NH:8][C:7](=[O:13])[C:6]2=[CH:25][c:21]1[c:20]([CH3:27])[c:19]([CH2:18][CH2:17][CH2:16][N:15]([CH3:14])[CH3:28])[c:23]([CH3:24])[nH:22]1. The reactants are S(=O)(Cl)Cl (thionyl chloride), CN(C=O)C (N,N-dimethylformamide), FC(OC1=CC=C(C=C1)C=1C=C(C=NC1)CO)(F)F ([5-(4-Trifluoromethoxy-phenyl)-pyridin-3-yl]-methanol). The solvent is ClCCl (dichloromethane). Conditions: temperature 0 celsius, time 2 hour. The product is ClCC=1C=NC=C(C1)C1=CC=C(C=C1)OC(F)(F)F (3-Chloromethyl-5-(4-trifluoromethoxy-phenyl)-pyridine). As a reaction SMILES: S(Cl)([Cl:3])=O.CN(C)C=O.[F:10][C:11]([F:28])([F:27])[O:12][C:13]1[CH:18]=[CH:17][C:16]([C:19]2[CH:20]=[C:21]([CH2:25]O)[CH:22]=[N:23][CH:24]=2)=[CH:15][CH:14]=1>ClCCl>[Cl:3][CH2:25][C:21]1[CH:22]=[N:23][CH:24]=[C:19]([C:16]2[CH:17]=[CH:18][C:13]([O:12][C:11]([F:28])([F:27])[F:10])=[CH:14][CH:15]=2)[CH:20]=1. Reported procedure: 136 mg (0.083 ml, 1.14 mmol) thionyl chloride were added drop by drop at 0° C. to a solution of 0.1 ml N,N-dimethylformamide (DMF) and 153 mg (0.57 mmol) [5-(4-Trifluoromethoxy-phenyl)-pyridin-3-yl]-methanol in 10 ml dichloromethane and stirred for 2 h at 0° C. The mixture was poured on ice/sodium bicarbonate solution and the organic phase separated. The water phase is extracted with dichloromethane. The combined organic phases were washed with water, dried (sodium sulphate), evaporated and the ... Reactants: C1(=CC=CC=C1)C1(C(C(=O)OC)O1)C1=CC=CC=C1 (methyl 3,3-diphenyl-2,3-epoxypropionate), B(F)(F)F.CCOCC (boron trifluoride etherate). Run in CO (methanol). Run at temperature 0 celsius, time 12 hour. Product: OC(C(=O)OC)C(C1=CC=CC=C1)(C1=CC=CC=C1)OC (Methyl 2-hydroxy-3-methoxy-3,3-diphenylpropionate). As a reaction SMILES: [C:1]1([C:7]2([C:14]3[CH:19]=[CH:18][CH:17]=[CH:16][CH:15]=3)[O:13][CH:8]2[C:9]([O:11][CH3:12])=[O:10])[CH:6]=[CH:5][CH:4]=[CH:3][CH:2]=1.B(F)(F)F.C[CH2:25][O:26]CC>CO>[OH:13][CH:8]([C:7]([O:26][CH3:25])([C:1]1[CH:2]=[CH:3][CH:4]=[CH:5][CH:6]=1)[C:14]1[CH:19]=[CH:18][CH:17]=[CH:16][CH:15]=1)[C:9]([O:11][CH3:12])=[O:10] |f:1.2|. Procedure details: 5 g (19.6 mmol) of methyl 3,3-diphenyl-2,3-epoxypropionate were dissolved in 50 ml of absolute methanol and, at 0° C., 0.1 ml of boron trifluoride etherate was added. The mixture was stirred at 0° C. for 2 h and at room temperature for a further 12 h. The solvent was distilled out, the residue was taken up in ethyl acetate, washed with sodium bicarbonate solution and water and dried over magnesium sulfate. After removal of the solvent by distillation there remained 5.5 g (88%) of a pale yellow o...